From a dataset of the Open Reaction Database (ORD), a public repository of structured organic reaction records. describe an organic reaction: reactants, conditions, products, and yield The reactants are NN1C(C2=CC=CC=C2C(=N1)C1=CC=C(C=C1)Cl)=O (2-amino-4-(4-chlorophenyl)phthalazin-1(2H)-one), FC(CCC(=O)O)(F)F (4,4,4-trifluorobutanoic acid). Product: ClC1=CC=C(C=C1)C1=NN(C(C2=CC=CC=C12)=O)NC(CCC(F)(F)F)=O (N-[4-(4-chlorophenyl)-1-oxophthalazin-2(1H)-yl]-4,4,4-trifluorobutanamide). As a reaction SMILES: [NH2:1][N:2]1[N:11]=[C:10]([C:12]2[CH:17]=[CH:16][C:15]([Cl:18])=[CH:14][CH:13]=2)[C:9]2[C:4](=[CH:5][CH:6]=[CH:7][CH:8]=2)[C:3]1=[O:19].[F:20][C:21]([F:28])([F:27])[CH2:22][CH2:23][C:24](O)=[O:25]>>[Cl:18][C:15]1[CH:16]=[CH:17][C:12]([C:10]2[C:9]3[C:4](=[CH:5][CH:6]=[CH:7][CH:8]=3)[C:3](=[O:19])[N:2]([NH:1][C:24](=[O:25])[CH2:23][CH2:22][C:21]([F:28])([F:27])[F:20])[N:11]=2)=[CH:13][CH:14]=1. Procedure details: The product from Example 86A and 4,4,4-trifluorobutanoic acid were treated using a method similar to that described in Example 57 to give the title compound. 1H NMR (500 MHz, DMSO-d6/Deuterium Oxide) δ ppm 8.40-8.43 (m, 1H), 7.89-8.05 (m, 2H), 7.73-7.75 (m, 1H), 7.60-7.70 (m, 4H), 2.58-2.71 (m, 4H); MS (ESI−) M/Z 394 (M−H)−. The reactants are NC1=NC(=NN1C1=NC=CC=C1)NC=1C=C(C(=O)O)C=CC1OC (3-(5-Amino-1-pyridin-2-yl-1H-[1,2,4]triazol-3-ylamino)-4-methoxy-benzoic acid), C1CCOC1 (THF), N (ammonia), C(=O)(N1C=NC=C1)N1C=NC=C1 (1,1′-carbonyldiimidazole). The solvent is CN(C)C=O (DMF), CO (MeOH), O (water). Conditions: time 1 hour. The product is NC1=NC(=NN1C1=NC=CC=C1)NC=1C=C(C(=O)N)C=CC1OC (3-(5-Amino-1-pyridin-2-yl-1H-[1,2,4]triazol-3-ylamino)-4-methoxy-benzamide). Yield: 43.0%. As a reaction SMILES: [NH2:1][C:2]1[N:6]([C:7]2[CH:12]=[CH:11][CH:10]=[CH:9][N:8]=2)[N:5]=[C:4]([NH:13][C:14]2[CH:15]=[C:16]([CH:20]=[CH:21][C:22]=2[O:23][CH3:24])[C:17](O)=[O:18])[N:3]=1.C1COCC1.C(N1C=CN=C1)([N:32]1C=CN=C1)=O.N>CO.O.CN(C=O)C>[NH2:1][C:2]1[N:6]([C:7]2[CH:12]=[CH:11][CH:10]=[CH:9][N:8]=2)[N:5]=[C:4]([NH:13][C:14]2[CH:15]=[C:16]([CH:20]=[CH:21][C:22]=2[O:23][CH3:24])[C:17]([NH2:32])=[O:18])[N:3]=1. Procedure: A suspension of 3-(5-Amino-1-pyridin-2-yl-1H-[1,2,4]triazol-3-ylamino)-4-methoxy-benzoic acid (108 mg, 0.8 mmol) in a mixed solvent of THF (50 mL) and DMF (15 mL) was treated with 1,1′-carbonyldiimidazole (194 mg, 1.2 mmol) at room temperature. After 1 h, ammonia in MeOH (7.0M, 1 mL) was added. The reaction mixture was stirred at 50 C for 16 h, poured into water. Precipitate was collected by filtration and further purified by HPLC to give 3-(5-Amino-1-pyridin-2-yl-1H-[1,2,4]triazol-3-ylamino)-4-... The product is C(C(=O)O)(=O)O.C(C)OC(=O)C1CCN(CC1)CCCOC1=CC=CC=C1 (1-(3-Phenoxypropyl)-4-piperidinecarboxylic acid ethyl ester oxalate). The reactants are C(C(=O)O)(=O)O (oxalic acid), N1CCC(C(=O)OCC)CC1 (ethyl isonipecotate), O(C1=CC=CC=C1)CCCBr (3-phenoxy-1-bromopropane), C([O-])([O-])=O.[Na+].[Na+] (sodium carbonate). Reported procedure: A mixture of ethyl isonipecotate (35.5 g 0.226 mole) 3-phenoxy-1-bromopropane (51.6 g, 0.24 mole) and sodium carbonate (25.4 g, 0.24 mole) in 500 ml of absolute ethanol was heated at reflux for 16 hr. The solvent was removed in vacuo, and the residue was partitioned between methylene chloride and dilute sodium hydroxide. The solution was dried over anhydrous sodium sulfate and the solvent was removed in vacuo to give a liquid. The liquid was dissolved in absolute ethanol, and a solution of oxali... Reaction SMILES: [NH:1]1[CH2:11][CH2:10][CH:4]([C:5]([O:7][CH2:8][CH3:9])=[O:6])[CH2:3][CH2:2]1.[O:12]([CH2:19][CH2:20][CH2:21]Br)[C:13]1[CH:18]=[CH:17][CH:16]=[CH:15][CH:14]=1.C(=O)([O-])[O-].[Na+].[Na+].[C:29]([OH:34])(=[O:33])[C:30]([OH:32])=[O:31]>C(O)C>[C:29]([OH:34])(=[O:33])[C:30]([OH:32])=[O:31].[CH2:8]([O:7][C:5]([CH:4]1[CH2:3][CH2:2][N:1]([CH2:21][CH2:20][CH2:19][O:12][C:13]2[CH:18]=[CH:17][CH:16]=[CH:15][CH:14]=2)[CH2:11][CH2:10]1)=[O:6])[CH3:9] |f:2.3.4,7.8|. Solvent: C(C)O (ethanol), C(C)O (ethanol), C(C)O (ethanol). As a reaction SMILES: [BH4-:24].[CH3:1][C:2](=[O:3])[OH:4].[CH3:26][S:27](=[O:28])[CH3:29].[N+:5](=[O:6])([O-:7])[CH:8]=[CH:9][c:10]1[cH:11][cH:12][c:13]([CH2:16][O:17][c:18]2[cH:19][cH:20][cH:21][cH:22][cH:23]2)[cH:14][cH:15]1.[Na+:25]>>[N+:5](=[O:6])([O-:7])[CH2:8][CH2:9][c:10]1[cH:11][cH:12][c:13]([CH2:16][O:17][c:18]2[cH:19][cH:20][cH:21][cH:22][cH:23]2)[cH:14][cH:15]1. The reactants are [BH4-], CC(=O)O, CS(C)=O, O=[N+]([O-])C=Cc1ccc(COc2ccccc2)cc1, [Na+]. Yields the product O=[N+]([O-])CCc1ccc(COc2ccccc2)cc1. Starting materials: NC1=C(SC(=C1)Br)C(=O)OC (methyl 3-amino-5-bromothiophene-2-carboxylate), NC1CCN(CC1)C(=O)OC(C)(C)C (tert-butyl 4-aminopiperidine-1-carboxylate), ClC(Cl)(OC(OC(Cl)(Cl)Cl)=O)Cl (Triphosgene), [Cl-].[Na+] (sodium chloride). Run in C1CCOC1 (THF), C1CCOC1 (THF), C1CCOC1 (THF), O (water). Reaction conditions: temperature 0 celsius, time 14 hour. Product: BrC1=CC(=C(S1)C(=O)OC)NC(=O)NC1CCN(CC1)C(=O)OC(C)(C)C (tert-butyl 4-({[5-bromo-2-(methoxycarbonyl)thiophen-3-yl]carbamoyl}amino)piperidine-1-carboxylate). As a reaction SMILES: Cl[C:2](Cl)([O:4]C(=O)OC(Cl)(Cl)Cl)Cl.[NH2:13][C:14]1[CH:18]=[C:17]([Br:19])[S:16][C:15]=1[C:20]([O:22][CH3:23])=[O:21].[NH2:24][CH:25]1[CH2:30][CH2:29][N:28]([C:31]([O:33][C:34]([CH3:37])([CH3:36])[CH3:35])=[O:32])[CH2:27][CH2:26]1.[Cl-].[Na+]>C1COCC1.O>[Br:19][C:17]1[S:16][C:15]([C:20]([O:22][CH3:23])=[O:21])=[C:14]([NH:13][C:2]([NH:24][CH:25]2[CH2:26][CH2:27][N:28]([C:31]([O:33][C:34]([CH3:37])([CH3:36])[CH3:35])=[O:32])[CH2:29][CH2:30]2)=[O:4])[CH:18]=1 |f:3.4|. Procedure: Triphosgene (8.22 g) is dissolved in dry THF (345 ml) under argon atmosphere. The solution is cooled to 0° C. and a solution of methyl 3-amino-5-bromothiophene-2-carboxylate (19.8 g) in dry THF (173 ml) is added dropwise keeping the temperature below 10° C. The mixture is stirred for 14 h at RT. The reaction mixture is cooled to 0° C. again and a solution of tert-butyl 4-aminopiperidine-1-carboxylate (17.0 g) in dry THF (173 ml) is added within 15 min keeping the temperature below 10° C. After 1... Starting materials: [C-]#N.[K+] (potassium cyanide), C(C)(C)C1=CC=C(C=C1)S(=O)(=O)NC(C(OC1=C(C=C(C=C1)CBr)CCC)C1=CC2=C(C=C1)OCO2)=O (N-(4-iso-propylbenzenesulfonyl)-α-(4-bromomethyl-2-n-propylphenoxy)-3,4-methylenedioxyphenylacetamide), C(Cl)(Cl)Cl.CO.[NH4+].[OH-] (CHCl3 MeOH NH4OH). Reaction conditions: temperature -78 celsius. Reported procedure: To a solution of the crude product of Step A dissolved in 1.5 mL of methyl sulfoxide was added 0.050 g (0.762 mmol) of potassium cyanide at room temperature under nitrogen. The reaction mixture was stirred at room temperature for 1 h when TLC analysis (80:15:1 CHCl3 -MeOH-NH4OH) indicated that the reaction was complete. The reaction mixture was diluted with EtOAc and 10% aqueous NaHSO4 solution. The aqueous phase was separated and the EtOAc portion was washed with brine (2×10 mL). The EtOAc port... Reaction SMILES: [CH:1]([C:4]1[CH:9]=[CH:8][C:7]([S:10]([NH:13][C:14](=[O:37])[CH:15]([C:28]2[CH:33]=[CH:32][C:31]3[O:34][CH2:35][O:36][C:30]=3[CH:29]=2)[O:16][C:17]2[CH:22]=[CH:21][C:20]([CH2:23]Br)=[CH:19][C:18]=2[CH2:25][CH2:26][CH3:27])(=[O:12])=[O:11])=[CH:6][CH:5]=1)([CH3:3])[CH3:2].[C-:38]#[N:39].[K+].C(Cl)(Cl)Cl.CO.[NH4+].[OH-]>CS(C)=O.CCOC(C)=O.OS([O-])(=O)=O.[Na+]>[CH:1]([C:4]1[CH:9]=[CH:8][C:7]([S:10]([NH:13][C:14](=[O:37])[CH:15]([C:28]2[CH:33]=[CH:32][C:31]3[O:34][CH2:35][O:36][C:30]=3[CH:29]=2)[O:16][C:17]2[CH:22]=[CH:21][C:20]([CH2:23][C:38]#[N:39])=[CH:19][C:18]=2[CH2:25][CH2:26][CH3:27])(=[O:12])=[O:11])=[CH:6][CH:5]=1)([CH3:3])[CH3:2] |f:1.2,3.4.5.6,9.10|. The product is C(C)(C)C1=CC=C(C=C1)S(=O)(=O)NC(C(OC1=C(C=C(C=C1)CC#N)CCC)C1=CC2=C(C=C1)OCO2)=O (N-(4-iso-propylbenzenesulfonyl)-α-(4-cyanomethyl-2-n-propylphenoxy)-3,4-methylenedioxyphenylacetamide). Run in CCOC(=O)C (EtOAc), OS(=O)(=O)[O-].[Na+] (NaHSO4), CS(=O)C (methyl sulfoxide). Starting materials: Clc1cc(CBr)c(Cl)s1, CCOC(=O)CC(=O)OCC, C1CCOC1, [H-], [Na+], CN(C)C=O, O. Product: CCOC(=O)C(Cc1cc(Cl)sc1Cl)C(=O)OCC. As a reaction SMILES: [Br:14][CH2:15][c:16]1[c:17]([Cl:22])[s:18][c:19]([Cl:21])[cH:20]1.[C:3]([CH2:4][C:5](=[O:6])[O:7][CH2:8][CH3:9])(=[O:10])[O:11][CH2:12][CH3:13].[CH2:29]1[O:30][CH2:31][CH2:32][CH2:33]1.[H-:1].[Na+:2].[O:24]=[CH:25][N:26]([CH3:27])[CH3:28].[OH2:23]>>[C:3]([CH:4]([C:5](=[O:6])[O:7][CH2:8][CH3:9])[CH2:15][c:16]1[c:17]([Cl:22])[s:18][c:19]([Cl:21])[cH:20]1)(=[O:10])[O:11][CH2:12][CH3:13]. Starting materials: CN(C(C(=S)OCC)=CC=C(C(=O)OCC)C1=CC=CC=C1)C (diethyl 2-dimethylamino-5-phenylthio-2,4-hexadienedioate), CC[O-].[Na+] (sodium ethylate), C(C)SCC(=O)OCC (ethyl (ethylthio)acetate), F[B-](F)(F)F.CN(C(=CC=[N+](C)C)C(=O)OCC)C (N-(3-dimethylamino-3-ethoxycarbonylpropenylidene)-N-methylmethanaminium tetrafluoroborate), ethanolic solution. Run in C(C)O (ethanol). Yields the product CN(C(C(=S)OCC)=CC=C(C(=O)OCC)CC)C (Diethyl 2-dimethylamino-5-ethylthio-2,4-hexadienedioate). As a reaction SMILES: [CH3:1][N:2]([CH3:23])[C:3](=[CH:9][CH:10]=[C:11]([C:17]1C=CC=C[CH:18]=1)[C:12]([O:14][CH2:15][CH3:16])=[O:13])[C:4]([O:6][CH2:7][CH3:8])=[S:5].F[B-](F)(F)F.CN(C)C(C(OCC)=O)=CC=[N+](C)C.CC[O-].[Na+].C(SCC(OCC)=O)C>C(O)C>[CH3:23][N:2]([CH3:1])[C:3](=[CH:9][CH:10]=[C:11]([CH2:17][CH3:18])[C:12]([O:14][CH2:15][CH3:16])=[O:13])[C:4]([O:6][CH2:7][CH3:8])=[S:5] |f:1.2,3.4|. Procedure details: The procedure is as in Example 2 for the preparation of diethyl 2-dimethylamino-5-phenylthio-2,4-hexadienedioate, starting with N-(3-dimethylamino-3-ethoxycarbonylpropenylidene)-N-methylmethanaminium tetrafluoroborate (10 g), a 2M ethanolic solution of sodium ethylate (21 cc) and ethyl (ethylthio)acetate (5.2 g) in ethanol (100 cc). Diethyl 2-dimethylamino-5-ethylthio-2,4-hexadienedioate (8.5 g) is thereby obtained in the form of a red oil, and is used in the crude state in the subsequent synthe...